From a dataset of the Open Reaction Database (ORD), a public repository of structured organic reaction records. describe an organic reaction: reactants, conditions, products, and yield Starting materials: CC(C)Cc1cc(CCC#N)ccc1OS(=O)(=O)C(F)(F)F, COc1ccc(B(O)O)cc1Cc1ccccc1, COCCOC, CCO, c1ccc(P(c2ccccc2)(c2ccccc2)[Pd](P(c2ccccc2)(c2ccccc2)c2ccccc2)(P(c2ccccc2)(c2ccccc2)c2ccccc2)P(c2ccccc2)(c2ccccc2)c2ccccc2)cc1. The product is COc1ccc(-c2ccc(CCC#N)cc2CC(C)C)cc1Cc1ccccc1. As a reaction SMILES: [C:1](#[N:2])[CH2:3][CH2:4][c:5]1[cH:6][c:7]([CH2:19][CH:20]([CH3:21])[CH3:22])[c:8]([O:11][S:12]([C:13]([F:14])([F:15])[F:16])(=[O:17])=[O:18])[cH:9][cH:10]1.[CH2:23]([c:24]1[cH:25][cH:26][cH:27][cH:28][cH:29]1)[c:30]1[cH:31][c:32]([B:38]([OH:39])[OH:40])[cH:33][cH:34][c:35]1[O:36][CH3:37].[CH3:41][O:42][CH2:43][CH2:44][O:45][CH3:46].[CH3:47][CH2:48][OH:49].[cH:50]1[cH:51][cH:52][c:53]([P:54]([Pd:55]([P:56]([c:57]2[cH:58][cH:59][cH:60][cH:61][cH:62]2)([c:63]2[cH:64][cH:65][cH:66][cH:67][cH:68]2)[c:69]2[cH:70][cH:71][cH:72][cH:73][cH:74]2)([P:75]([c:76]2[cH:77][cH:78][cH:79][cH:80][cH:81]2)([c:82]2[cH:83][cH:84][cH:85][cH:86][cH:87]2)[c:88]2[cH:89][cH:90][cH:91][cH:92][cH:93]2)[P:94]([c:95]2[cH:96][cH:97][cH:98][cH:99][cH:100]2)([c:101]2[cH:102][cH:103][cH:104][cH:105][cH:106]2)[c:107]2[cH:108][cH:109][cH:110][cH:111][cH:112]2)([c:113]2[cH:114][cH:115][cH:116][cH:117][cH:118]2)[c:119]2[cH:120][cH:121][cH:122][cH:123][cH:124]2)[cH:125][cH:126]1>>[C:1](#[N:2])[CH2:3][CH2:4][c:5]1[cH:6][c:7]([CH2:19][CH:20]([CH3:21])[CH3:22])[c:8](-[c:32]2[cH:31][c:30]([CH2:23][c:24]3[cH:25][cH:26][cH:27][cH:28][cH:29]3)[c:35]([O:36][CH3:37])[cH:34][cH:33]2)[cH:9][cH:10]1.